Dataset: the Open Reaction Database (ORD), a public repository of structured organic reaction records. Task: describe an organic reaction: reactants, conditions, products, and yield Reactants: FC1=CC=C(C=C1)CC(CC(=O)OCC)=O (ethyl 4-(4-fluorophenyl)-3-oxobutanoate), COC(N(C)C)OC (N,N-dimethylformamide dimethylacetal), C1(=CC=CC=C1)C (toluene). Solvent: CO (methanol). Product: CN(C=C(C(C(C(=O)OCC)=CN(C)C)=O)C1=CC=C(C=C1)F)C (ethyl 5-(dimethylamino)-2-[(dimethylamino)methylene]-4-(4-fluorophenyl)-3-oxopent-4-enoate). Reaction SMILES: [F:1][C:2]1[CH:7]=[CH:6][C:5]([CH2:8][C:9](=[O:16])[CH2:10][C:11]([O:13][CH2:14][CH3:15])=[O:12])=[CH:4][CH:3]=1.CO[CH:19](OC)[N:20]([CH3:22])[CH3:21].C1(C)C=CC=CC=1>CO>[CH3:19][N:20]([CH3:22])[CH:21]=[C:8]([C:5]1[CH:4]=[CH:3][C:2]([F:1])=[CH:7][CH:6]=1)[C:9](=[O:16])[C:10](=[CH:19][N:20]([CH3:22])[CH3:21])[C:11]([O:13][CH2:14][CH3:15])=[O:12]. Procedure details: A mixed solution of ethyl 4-(4-fluorophenyl)-3-oxobutanoate (0.95 g), N,N-dimethylformamide dimethylacetal (1.59 g) and toluene (7 ml) was stirred at 100° C. to 105° C. for 14 hours while methanol was distilled off. After cooling to room temperature, the residue was concentrated under reduced pressure. Further, 7 ml of toluene was added and the residue was concentrated to one-third of its volume under reduced pressure. Toluene (3.5 ml) was added to give a solution of ethyl 5-(dimethylamino)-2-[(... Reaction conditions: temperature 80 celsius, time 18 hour. Product: C(C)(C)(C)OC(=O)N1C[C@H](CC1)OC=1C2=C(N=CN1)CCN(C2)C=2C=NC(=C(C2)OC)OC ((S)-3-[6-(5,6-dimethoxy-pyridin-3-yl)-5,6,7,8-tetrahydro-pyrido[4,3-d]pyrimidin-4-yloxy]-pyrrolidine-1-carboxylic acid tert-butyl ester). Run in C1(=CC=CC=C1)C (toluene). Isolated yield 73.6%. Procedure details: To a glass vial was added (S)-3-(5,6,7,8-tetrahydro-pyrido[4,3-d]pyrimidin-4-yloxy)-pyrrolidine-1-carboxylic acid tert-butyl ester (intermediate 7) (1.00 g, 3.12 mmol), 5-bromo-2,3-dimethoxypyridine (0.82 g, 3.75 mmol), sodium tert-butoxide (0.46 g, 4.68 mmol), tris(dibenzylideneacetone)dipalladium(0) (0.11 g, 0.13 mmol), 2-di-t-butylphosphino-2′-(N,N-dimethylamino)biphenyl (0.06 g, 0.18 mmol) and anhydrous toluene (10 mL). The vial was flushed with a stream of argon for 15 sec and capped. The m... Reactants: C(C)(C)(C)OC(=O)N1C[C@H](CC1)OC=1C2=C(N=CN1)CCNC2 ((S)-3-(5,6,7,8-tetrahydro-pyrido[4,3-d]pyrimidin-4-yloxy)-pyrrolidine-1-carboxylic acid tert-butyl ester), C(C)(C)(C)OC(=O)N1C[C@H](CC1)OC=1C2=C(N=CN1)CCNC2 ((S)-3-(5,6,7,8-tetrahydro-pyrido[4,3-d]pyrimidin-4-yloxy)-pyrrolidine-1-carboxylic acid tert-butyl ester), BrC=1C=C(C(=NC1)OC)OC (5-bromo-2,3-dimethoxypyridine), CC(C)([O-])C.[Na+] (sodium tert-butoxide). Reagents/catalysts: C=1C=CC(=CC1)/C=C/C(=O)/C=C/C2=CC=CC=C2.C=1C=CC(=CC1)/C=C/C(=O)/C=C/C2=CC=CC=C2.C=1C=CC(=CC1)/C=C/C(=O)/C=C/C2=CC=CC=C2.[Pd].[Pd] (tris(dibenzylideneacetone)dipalladium(0)), C(C)(C)(C)P(C1=C(C=CC=C1)C1=C(C=CC=C1)N(C)C)C(C)(C)C (2-di-t-butylphosphino-2′-(N,N-dimethylamino)biphenyl). Reaction SMILES: [C:1]([O:5][C:6]([N:8]1[CH2:12][CH2:11][C@H:10]([O:13][C:14]2[C:15]3[CH2:23][NH:22][CH2:21][CH2:20][C:16]=3[N:17]=[CH:18][N:19]=2)[CH2:9]1)=[O:7])([CH3:4])([CH3:3])[CH3:2].Br[C:25]1[CH:26]=[C:27]([O:33][CH3:34])[C:28]([O:31][CH3:32])=[N:29][CH:30]=1.CC(C)([O-])C.[Na+]>C1C=CC(/C=C/C(/C=C/C2C=CC=CC=2)=O)=CC=1.C1C=CC(/C=C/C(/C=C/C2C=CC=CC=2)=O)=CC=1.C1C=CC(/C=C/C(/C=C/C2C=CC=CC=2)=O)=CC=1.[Pd].[Pd].C(P(C(C)(C)C)C1C=CC=CC=1C1C=CC=CC=1N(C)C)(C)(C)C.C1(C)C=CC=CC=1>[C:1]([O:5][C:6]([N:8]1[CH2:12][CH2:11][C@H:10]([O:13][C:14]2[C:15]3[CH2:23][N:22]([C:25]4[CH:30]=[N:29][C:28]([O:31][CH3:32])=[C:27]([O:33][CH3:34])[CH:26]=4)[CH2:21][CH2:20][C:16]=3[N:17]=[CH:18][N:19]=2)[CH2:9]1)=[O:7])([CH3:4])([CH3:2])[CH3:3] |f:2.3,4.5.6.7.8|. Reactants: mixture, ClCC=1N=C(OC1)C1=CC(=CC(=C1)F)C(F)(F)F (4-(chloromethyl)-2-[5-fluoro-3-(trifluoromethyl)phenyl]-1,3-oxazole), [I-].[Na+] (sodium iodide), C(CC(=O)OCC)(=O)OCC (diethyl malonate), [H-].[Na+] (sodium hydride). Run in CN(C=O)C (N,N-dimethylformamide), O (Water), CN(C=O)C (N,N-dimethylformamide). Reaction conditions: time 2 hour. Product: FC=1C=C(C=C(C1)C=1OC=C(N1)CC(C(=O)OCC)C(=O)OCC)C(F)(F)F (diethyl 2-({2-[5-fluoro-3-(trifluoromethyl)phenyl]-1,3-oxazol-4-yl}methyl)propane-1,3-dioate), powder. RXN SMILES: [C:1]([O:9][CH2:10][CH3:11])(=[O:8])[CH2:2][C:3]([O:5][CH2:6][CH3:7])=[O:4].[H-].[Na+].Cl[CH2:15][C:16]1[N:17]=[C:18]([C:21]2[CH:26]=[C:25]([F:27])[CH:24]=[C:23]([C:28]([F:31])([F:30])[F:29])[CH:22]=2)[O:19][CH:20]=1.[I-].[Na+]>CN(C)C=O.O>[F:27][C:25]1[CH:24]=[C:23]([C:28]([F:29])([F:30])[F:31])[CH:22]=[C:21]([C:18]2[O:19][CH:20]=[C:16]([CH2:15][CH:2]([C:3]([O:5][CH2:6][CH3:7])=[O:4])[C:1]([O:9][CH2:10][CH3:11])=[O:8])[N:17]=2)[CH:26]=1 |f:1.2,4.5|. Reported procedure: In a 50 mL round bottomed flask was placed diethyl malonate (3.72 g, 23.25 mmol, 5 equiv.) and N,N-dimethylformamide (10 mL). To the solution was added sodium hydride (60% suspension in mineral oil, 744.0 mg, 18.6 mmol, 4.0 equiv.) at room temperature portionwise over 10 minutes. After stirring for 30 minutes a solution of 4-(chloromethyl)-2-[5-fluoro-3-(trifluoromethyl)phenyl]-1,3-oxazole (1.30 g, 4.65 mmol) in N,N-dimethylformamide (10 mL) was added at 0° C. over 15 minutes, and the reaction m... Starting materials: Cl.FC=1C=CC2=C(NC=3SC4=C(C3C(=N2)N)C=CC=C4)C1 (9-fluoro-11H-12-thia-6,11-diaza-dibenzo[a,f]azulen-5-ylamine hydrochloride), COC1=CC=C(C=C1)CC[C@@H]1NCCNC1 ((S)-2-[2-(4-methoxy-phenyl)-ethyl]-piperazine), C(C)(C)N(CC)C(C)C (diisopropylethylamine). Solvent: C(C)(=O)OCC (ethyl acetate), [OH-].[Na+] (NaOH), CS(=O)C.C1(=CC=CC=C1)C (dimethyl sulfoxide toluene). Run at time 51 hour. The product is FC=1C=CC2=C(NC=3SC4=C(C3C(=N2)N2C[C@@H](NCC2)CCC2=CC=C(C=C2)OC)C=CC=C4)C1 ((S)-9-Fluoro-5-{3-[2-(4-methoxy-phenyl)-ethyl]-piperazin-1-yl}-11H-12-thia-6,11-diaza-dibenzo[a,f]azulene). Yield: 38.1%. As a reaction SMILES: Cl.[F:2][C:3]1[CH:4]=[CH:5][C:6]2[N:15]=[C:14]([NH2:16])[C:13]3[C:12]4[CH:17]=[CH:18][CH:19]=[CH:20][C:11]=4[S:10][C:9]=3[NH:8][C:7]=2[CH:21]=1.[CH3:22][O:23][C:24]1[CH:29]=[CH:28][C:27]([CH2:30][CH2:31][C@H:32]2[CH2:37]N[CH2:35][CH2:34][NH:33]2)=[CH:26][CH:25]=1.C(N(C(C)C)CC)(C)C>CS(C)=O.C1(C)C=CC=CC=1.C(OCC)(=O)C.[OH-].[Na+]>[F:2][C:3]1[CH:4]=[CH:5][C:6]2[N:15]=[C:14]([N:16]3[CH2:35][CH2:34][NH:33][C@@H:32]([CH2:31][CH2:30][C:27]4[CH:28]=[CH:29][C:24]([O:23][CH3:22])=[CH:25][CH:26]=4)[CH2:37]3)[C:13]3[C:12]4[CH:17]=[CH:18][CH:19]=[CH:20][C:11]=4[S:10][C:9]=3[NH:8][C:7]=2[CH:21]=1 |f:0.1,4.5,7.8|. Reported procedure: Add 9-fluoro-11H-12-thia-6,11-diaza-dibenzo[a,f]azulen-5-ylamine hydrochloride (0.66 g, 2.1 mmol) to a solution of (S)-2-[2-(4-methoxy-phenyl)-ethyl]-piperazine (0.91 g, 4.1 mmol) in dimethyl sulfoxide: toluene (1:8, 9 mL). Add diisopropylethylamine (0.36 mL, 2.1 mmol), heat to 110° C., and stir. After 51 hours, cool to ambient temperature, and dilute with ethyl acetate and 0.1 N NaOH. Separate the aqueous layer and extract it with ethyl acetate (2×). Wash all organics with a saturated solution ... The reactants are S(=O)(Cl)Cl (thionyl chloride), [N+](=O)([O-])C1=C(C=CC=C1)CC(=O)O (2-(2-nitrophenyl)acetic acid), [N+](=O)([O-])C1=C(C=CC=C1)CC(=O)Cl (2-(2-nitrophenyl)ethanoyl chloride). Run in C1(=CC=CC=C1)C (Toluene). Conditions: temperature 100 celsius. The product is [N+](=O)([O-])C1=C(C=CC=C1)CC(=O)N=C=S (2-(2-Nitrophenyl)ethanoyl isothiocyanate). As a reaction SMILES: [S:1](Cl)(Cl)=O.[N+:5]([C:8]1[CH:13]=[CH:12][CH:11]=[CH:10][C:9]=1[CH2:14][C:15]([OH:17])=O)([O-:7])=[O:6].[N+:18]([C:21]1C=CC=CC=1CC(Cl)=O)([O-])=O>C1(C)C=CC=CC=1>[N+:5]([C:8]1[CH:13]=[CH:12][CH:11]=[CH:10][C:9]=1[CH2:14][C:15]([N:18]=[C:21]=[S:1])=[O:17])([O-:7])=[O:6]. Reported procedure: Toluene (20 ml) and thionyl chloride (1 ml) were added to commercially available 2-(2-nitrophenyl)acetic acid (80 mg), and the mixture was heated at 100° C. for one hr. The solvent was removed by distillation, and 2-(2-nitrophenyl)ethanoyl isothiocyanate was prepared using the resultant 2-(2-nitrophenyl)ethanoyl chloride as a starting compound according to the description of the literature. 2-(2-Nitrophenyl)ethanoyl isothiocyanate thus obtained was dissolved in ethanol (1 ml) to prepare a soluti... Reactants: [Br-], [Br-], [Br-], CCC(=O)C(C)(C)SCC(=O)O, ClCCl, O, C[N+](C)(C)c1ccccc1, C[N+](C)(C)c1ccccc1, C[N+](C)(C)c1ccccc1. Yields the product CC(Br)C(=O)C(C)(C)SCC(=O)O. Reaction SMILES: [Br-:13].[Br-:14].[Br-:15].[CH3:1][C:2]([C:3]([CH2:4][CH3:5])=[O:6])([CH3:7])[S:8][CH2:9][C:10](=[O:11])[OH:12].[Cl:47][CH2:48][Cl:49].[OH2:46].[c:16]1([N+:17]([CH3:18])([CH3:19])[CH3:20])[cH:21][cH:22][cH:23][cH:24][cH:25]1.[c:26]1([N+:27]([CH3:28])([CH3:29])[CH3:30])[cH:31][cH:32][cH:33][cH:34][cH:35]1.[c:36]1([N+:37]([CH3:38])([CH3:39])[CH3:40])[cH:41][cH:42][cH:43][cH:44][cH:45]1>>[CH3:1][C:2]([C:3]([CH:4]([CH3:5])[Br:13])=[O:6])([CH3:7])[S:8][CH2:9][C:10](=[O:11])[OH:12]. Yield: 82.0%. Reaction SMILES: CN([CH2:4][CH:5]1[C:19](=[O:20])[C:9]2[C:10]([C:13]3[CH:18]=[CH:17][CH:16]=[CH:15][CH:14]=3)=[N:11][O:12][C:8]=2[CH2:7][CH2:6]1)C.CI.[I-]>CO>[CH2:4]=[C:5]1[C:19](=[O:20])[C:9]2[C:10]([C:13]3[CH:18]=[CH:17][CH:16]=[CH:15][CH:14]=3)=[N:11][O:12][C:8]=2[CH2:7][CH2:6]1. Reported procedure: 6,7-Dihydro-5-dimethylaminomethyl-3-phenyl-1,2-benzisoxazole-4(5H)-one free base (3.0 g) was dissolved in 3 ml of methanol and added in one portion to 5 ml (excess) of methyl iodide. As the quaternary iodide began to separate, additional methanol was added to facilitate stirring. After stirring overnight the reaction mixture was poured into 5% sodium bicarbonate solution and extracted with ether. The organic phase was washed with 5% HCl and then dried, evaporated, and recrystallized from hexane ... Starting materials: CI (methyl iodide), CN(C)CC1CCC2=C(C(=NO2)C2=CC=CC=C2)C1=O (6,7-Dihydro-5-dimethylaminomethyl-3-phenyl-1,2-benzisoxazole-4(5H)-one), [I-] (iodide). The product is C=C1CCC2=C(C(=NO2)C2=CC=CC=C2)C1=O (6,7-dihydro-5-methylene-3-phenyl-1,2-benzisoxazol-4(5H)-one). The solvent is CO (methanol). Starting materials: C1COCCO1, CCN(C(C)C)C(C)C, Clc1cc(Cl)nc(Cl)n1, Nc1ccc(Cl)c(Cl)c1. Product: Clc1cc(Cl)nc(Nc2ccc(Cl)c(Cl)c2)n1. RXN SMILES: [CH2:19]1[O:20][CH2:21][CH2:22][O:23][CH2:24]1.[CH:25]([N:26]([CH2:27][CH3:28])[CH:29]([CH3:30])[CH3:31])([CH3:32])[CH3:33].[Cl:1][c:2]1[n:3][c:4]([Cl:9])[cH:5][c:6]([Cl:8])[n:7]1.[NH2:10][c:11]1[cH:12][cH:13][c:14]([Cl:15])[c:16]([Cl:17])[cH:18]1>>[c:2]1([NH:10][c:11]2[cH:12][cH:13][c:14]([Cl:15])[c:16]([Cl:17])[cH:18]2)[n:3][c:4]([Cl:9])[cH:5][c:6]([Cl:8])[n:7]1. Starting materials: C[Si](OC1=NC=C(C(=C1)O[Si](C)(C)C)Cl)(C)C (2,4-bis(trimethylsilyloxy)-5-chloropyridine), COCCl (chloromethyl methyl ether). The solvent is C(C)#N (acetonitrile). Product: ClC=1C(=CC(N(C1)COC)=O)O (5-chloro-4-hydroxy-1-methoxymethyl-2-pyridone). Isolated yield 55.0%. RXN SMILES: C[Si](C)(C)[O:3][C:4]1[CH:9]=[C:8]([O:10][Si](C)(C)C)[C:7]([Cl:15])=[CH:6][N:5]=1.[CH3:18][O:19][CH2:20]Cl>C(#N)C>[Cl:15][C:7]1[C:8]([OH:10])=[CH:9][C:4](=[O:3])[N:5]([CH2:18][O:19][CH3:20])[CH:6]=1. Procedure: The general procedure of Example 61 was followed using 1.75 g of 2,4-bis(trimethylsilyloxy)-5-chloropyridine, 0.66 g of chloromethyl methyl ether and 20 ml of acetonitrile, thereby producing 0.63 g of the title compound in a yield of 49%.